Dataset: the Open Reaction Database (ORD), a public repository of structured organic reaction records. Task: describe an organic reaction: reactants, conditions, products, and yield Starting materials: BrC=1C=CC2=C(OCCC3=C2SC(=C3)C(=O)N(C)C3=C(C=C(C(=O)OC)C=C3)Cl)C1 (methyl 4-(8-bromo-N-methyl-4,5-dihydrobenzo[b]thieno[2,3-d]oxepine-2-carboxamido)-3-chlorobenzoate), O1CCCC1 (tetrahydrofuran), O (water), O.[OH-].[Li+] (lithium hydroxide, monohydrate). Run at time 8 hour. The product is BrC=1C=CC2=C(OCCC3=C2SC(=C3)C(=O)N(C)C3=C(C=C(C(=O)O)C=C3)Cl)C1 (4-(8-bromo-N-methyl-4,5-dihydrobenzo[b]thieno[2,3-d]oxepine-2-carboxamido)-3-chlorobenzoic acid). As a reaction SMILES: [Br:1][C:2]1[CH:3]=[CH:4][C:5]2[C:11]3[S:12][C:13]([C:15]([N:17]([C:19]4[CH:28]=[CH:27][C:22]([C:23]([O:25]C)=[O:24])=[CH:21][C:20]=4[Cl:29])[CH3:18])=[O:16])=[CH:14][C:10]=3[CH2:9][CH2:8][O:7][C:6]=2[CH:30]=1.O1CCCC1.O.O.[OH-].[Li+]>>[Br:1][C:2]1[CH:3]=[CH:4][C:5]2[C:11]3[S:12][C:13]([C:15]([N:17]([C:19]4[CH:28]=[CH:27][C:22]([C:23]([OH:25])=[O:24])=[CH:21][C:20]=4[Cl:29])[CH3:18])=[O:16])=[CH:14][C:10]=3[CH2:9][CH2:8][O:7][C:6]=2[CH:30]=1 |f:3.4.5|. Reported procedure: To a solution of methyl 4-(8-bromo-N-methyl-4,5-dihydrobenzo[b]thieno[2,3-d]oxepine-2-carboxamido)-3-chlorobenzoate (0.180 g, 0.355 mmol) in tetrahydrofuran (6.00 mL, 74.0 mmol) and water (6.00 mL, 333 mmol) was added lithium hydroxide, monohydrate (0.0596 g, 1.42 mmol). The reaction mixture was stirred at room temp. overnight. The reaction mixture was concentrated. The reaction mixture was acidified with 1M HCl then extracted with DCM (3×). The combined organics were dried (Na2SO4), filtered an... The reactants are C(C)(C)(C)NS(=O)(=O)C=1SC(=CC1)C1=NC(=CC(=N1)C1CC1)NC1=CC(=NN1)C1CC1 (N-tert-butyl-5-(4-cyclopropyl-6-(3-cyclopropyl-1H-pyrazol-5-ylamino)pyrimidin-2-yl)thiophene-2-sulfonamide). Solvent: FC(C(=O)O)(F)F (trifluoroacetic acid). Run at time 0.5 hour. The product is C1(CC1)C1=NC(=NC(=C1)NC1=CC(=NN1)C1CC1)C1=CC=C(S1)S(=O)(=O)N (5-(4-cyclopropyl-6-(3-cyclopropyl-1H-pyrazol-5-ylamino)pyrimidin-2-yl)thiophene-2-sulfonamide). The yield is 52.2%. Reaction SMILES: C([NH:5][S:6]([C:9]1[S:10][C:11]([C:14]2[N:19]=[C:18]([CH:20]3[CH2:22][CH2:21]3)[CH:17]=[C:16]([NH:23][C:24]3[NH:28][N:27]=[C:26]([CH:29]4[CH2:31][CH2:30]4)[CH:25]=3)[N:15]=2)=[CH:12][CH:13]=1)(=[O:8])=[O:7])(C)(C)C>FC(F)(F)C(O)=O>[CH:20]1([C:18]2[CH:17]=[C:16]([NH:23][C:24]3[NH:28][N:27]=[C:26]([CH:29]4[CH2:31][CH2:30]4)[CH:25]=3)[N:15]=[C:14]([C:11]3[S:10][C:9]([S:6]([NH2:5])(=[O:8])=[O:7])=[CH:13][CH:12]=3)[N:19]=2)[CH2:21][CH2:22]1. Procedure: The solution of N-tert-butyl-5-(4-cyclopropyl-6-(3-cyclopropyl-1H-pyrazol-5-ylamino)pyrimidin-2-yl)thiophene-2-sulfonamide (50 mg, 0.1 mmol) in trifluoroacetic acid (5 mL) was stirred at 60° C. After 0.5 h, the solution was evaporated to give a residue which was recrystallized from ether to afford 5-(4-cyclopropyl-6-(3-cyclopropyl-1H-pyrazol-5-ylamino)pyrimidin-2-yl)thiophene-2-sulfonamide (VRCompound 298) (21 mg, 52%). LC-MS (m/z)=403.1 [M+H]+; δ (400 MHz, DMSO-d6); 0.71-0.74 (m, 2H), 0.93-1.02... Reactants: CCC(Cc1c(I)cc(I)c(NC(=O)CCl)c1I)C(=O)O, NCCNCCN. Yields the product CCC(Cc1c(I)cc(I)c(NC(=O)CNCCNCCN)c1I)C(=O)O. RXN SMILES: [Cl:8][CH2:9][C:10](=[O:11])[NH:12][c:13]1[c:14]([I:28])[c:15]([CH2:21][CH:22]([C:23](=[O:24])[OH:25])[CH2:26][CH3:27])[c:16]([I:20])[cH:17][c:18]1[I:19].[NH2:1][CH2:2][CH2:3][NH:4][CH2:5][CH2:6][NH2:7]>>[NH2:1][CH2:2][CH2:3][NH:4][CH2:5][CH2:6][NH:7][CH2:9][C:10](=[O:11])[NH:12][c:13]1[c:14]([I:28])[c:15]([CH2:21][CH:22]([C:23](=[O:24])[OH:25])[CH2:26][CH3:27])[c:16]([I:20])[cH:17][c:18]1[I:19]. The reactants are FC1=CC=C(C=C1)C1=NN2N=CC(=CC2=C1C(=O)N(C(OC(C)(C)C)=O)C)C1=C(C=CC(=C1)C(NC1(CC1)C1=CC=CC=C1)=O)C (tert-butyl 2-(4-fluorophenyl)-5-(2-methyl-5-(1-phenylcyclopropylcarbamoyl)phenyl)pyrazolo[1,5-b]pyridazine-3-carbonyl(methyl)carbamate), C(=O)(C(F)(F)F)O (TFA). Run in ClCCl (dichloromethane). The product is C(C)(=O)[O-].[NH4+] (ammonium acetate), FC1=CC=C(C=C1)C1=NN2N=CC(=CC2=C1C(=O)NC)C1=C(C=CC(=C1)C(NC1(CC1)C1=CC=CC=C1)=O)C (2-(4-fluorophenyl)-N-methyl-5-(2-methyl-5-(1-phenylcyclopropylcarbamoyl)phenyl)pyrazolo[1,5-b]pyridazine-3-carboxamide). RXN SMILES: [F:1][C:2]1[CH:7]=[CH:6][C:5]([C:8]2[C:16]([C:17]([N:19](C)[C:20](=O)OC(C)(C)C)=[O:18])=[C:15]3[N:10]([N:11]=[CH:12][C:13]([C:28]4[CH:33]=[C:32]([C:34](=[O:45])[NH:35][C:36]5([C:39]6[CH:44]=[CH:43][CH:42]=[CH:41][CH:40]=6)[CH2:38][CH2:37]5)[CH:31]=[CH:30][C:29]=4[CH3:46])=[CH:14]3)[N:9]=2)=[CH:4][CH:3]=1.[C:47]([OH:53])([C:49](F)(F)F)=[O:48]>ClCCl>[C:47]([O-:53])(=[O:48])[CH3:49].[NH4+:9].[F:1][C:2]1[CH:7]=[CH:6][C:5]([C:8]2[C:16]([C:17]([NH:19][CH3:20])=[O:18])=[C:15]3[N:10]([N:11]=[CH:12][C:13]([C:28]4[CH:33]=[C:32]([C:34](=[O:45])[NH:35][C:36]5([C:39]6[CH:40]=[CH:41][CH:42]=[CH:43][CH:44]=6)[CH2:38][CH2:37]5)[CH:31]=[CH:30][C:29]=4[CH3:46])=[CH:14]3)[N:9]=2)=[CH:4][CH:3]=1 |f:3.4|. Reported procedure: To a solution containing tert-butyl 2-(4-fluorophenyl)-5-(2-methyl-5-(1-phenylcyclopropylcarbamoyl)phenyl)pyrazolo[1,5-b]pyridazine-3-carbonyl(methyl)carbamate (0.044 g, 0.065 mmol) and dichloromethane (4 mL) was added TFA (0.41 mL, 5.3 mmol) at room temperature. The solution was maintained for 15 min and concentrated. The resultant residue was purified using preparative HPLC (Waters-Xbridge, 50×100 mm, 5 micron, C18 column; 0.1M ammonium acetate, 0-100% B (B=5% H2O/CH3CN)/A (A=95% H2O/CH3CN), 1... Reactants: [NH4+].[Cl-] (NH4Cl), CCOC(=O)C (EtOAc), N1=C(N=CC=C1)C(C(=O)OCC)C (ethyl 2-(pyrimidin-2-yl)propanoate), [H-].C(C(C)C)[Al+]CC(C)C (diisobutylaluminium hydride), solution. Solvent: C1CCOC1 (THF), C1CCOC1 (THF). Run at time 30 minute. Yields the product N1=C(N=CC=C1)C(CO)C (2-(Pyrimidin-2-yl)propan-1-ol). Yield: 43.3%. As a reaction SMILES: [N:1]1[CH:6]=[CH:5][CH:4]=[N:3][C:2]=1[CH:7]([CH3:13])[C:8](OCC)=[O:9].[H-].C([Al+]CC(C)C)C(C)C.[NH4+].[Cl-].CCOC(C)=O>C1COCC1>[N:1]1[CH:6]=[CH:5][CH:4]=[N:3][C:2]=1[CH:7]([CH3:13])[CH2:8][OH:9] |f:1.2,3.4|. Procedure: To a solution of ethyl 2-(pyrimidin-2-yl)propanoate (1.7 g, 9.4 mmol) in THF (100 ml) at 0° C., was added diisobutylaluminium hydride (23.6 ml of a 1.0 M solution in THF, 23.6 mmol) dropwise. After 3 h NH4Cl (sat., 30 ml) was added and the mixture stirred at room temperature for 30 min. EtOAc (100 ml) was added and the mixture filtered. The filtrate was dried (Na2SO4) and evaporated. The residue was chromatographed on silica, eluting with CH2Cl2 :MeOH (95:5), to give the alcohol (562 mg, 43%) as...